This data is from the Open Reaction Database (ORD), a public repository of structured organic reaction records. The task is: describe an organic reaction: reactants, conditions, products, and yield Starting materials: Cl(=O)(=O)(=O)O (perchloric acid), COC=1C(C(=C(C(C1)=O)O)CCCCCCCC1C(CCCCCCCC2=C(C(C=C(C2=O)OC)=O)O)O1)=O (1,16-bis(5-methoxy-2-hydroxy-1,4-benzoquinon-3-yl)-8,9-epoxyhexadecane), C(C)OCC (diethyl ether). Solvent: O1CCCC1 (tetrahydrofuran). Reaction conditions: time 4 hour. Product: COC=1C(C(=C(C(C1)=O)O)CCCCCCCC(C(CCCCCCCC1=C(C(C=C(C1=O)OC)=O)O)O)O)=O (1,16-bis(5-methoxy-2-hydroxy-1,4-benzoquinon-3-yl)-8,9-dihydroxyhexadecane). RXN SMILES: [CH3:1][O:2][C:3]1[C:4](=[O:39])[C:5]([CH2:11][CH2:12][CH2:13][CH2:14][CH2:15][CH2:16][CH2:17][CH:18]2[O:38][CH:19]2[CH2:20][CH2:21][CH2:22][CH2:23][CH2:24][CH2:25][CH2:26][C:27]2[C:32](=[O:33])[C:31]([O:34][CH3:35])=[CH:30][C:29](=[O:36])[C:28]=2[OH:37])=[C:6]([OH:10])[C:7](=[O:9])[CH:8]=1.Cl(O)(=O)(=O)=[O:41].C(OCC)C>O1CCCC1>[CH3:35][O:34][C:31]1[C:32](=[O:33])[C:27]([CH2:26][CH2:25][CH2:24][CH2:23][CH2:22][CH2:21][CH2:20][CH:19]([OH:41])[CH:18]([OH:38])[CH2:17][CH2:16][CH2:15][CH2:14][CH2:13][CH2:12][CH2:11][C:5]2[C:4](=[O:39])[C:3]([O:2][CH3:1])=[CH:8][C:7](=[O:9])[C:6]=2[OH:10])=[C:28]([OH:37])[C:29](=[O:36])[CH:30]=1. Procedure: 37 Milligrams of 1,16-bis(5-methoxy-2-hydroxy-1,4-benzoquinon-3-yl)-8,9-epoxyhexadecane was dissolved in 2 ml of tetrahydrofuran, to this solution was added 0.5 ml of 5% perchloric acid aqueous solution and the mixture was stirred at room temperature for 4 hours. Then, 30 ml of diethyl ether was added to the reaction mixture, and the organic layer was washed with a saturated sodium chloride aqueous solution in several times, and dried over anhydrous sodium sulfate. This extract was purified by m... Reactants: Cl.NC=1C=C(C=CC1)C(NC(C1=CC=C(C=C1)F)=O)C1=CC=C(C=C1)OC (N-[(3-aminophenyl)-(4-methoxyphenyl)methyl]-4-fluorobenzamide hydrochloride), COC=1C(C(C1OC)=O)=O (3,4-dimethoxy-3-cyclobutene-1,2-dione). Product: COC1=C(C(C1=O)=O)NC=1C=C(C=CC1)C(NC(C1=CC=C(C=C1)F)=O)C1=CC=C(C=C1)OC (N-{[3-(2-Methoxy-3,4-dioxocyclobut-1-enylamino)phenyl]-(4-methoxyphenyl)methyl}-4-fluorobenzamide). Yield: 49.7%. As a reaction SMILES: Cl.[NH2:2][C:3]1[CH:4]=[C:5]([CH:9]([C:20]2[CH:25]=[CH:24][C:23]([O:26][CH3:27])=[CH:22][CH:21]=2)[NH:10][C:11](=[O:19])[C:12]2[CH:17]=[CH:16][C:15]([F:18])=[CH:14][CH:13]=2)[CH:6]=[CH:7][CH:8]=1.[CH3:28][O:29][C:30]1[C:31](=O)[C:32](=[O:36])[C:33]=1[O:34]C>>[CH3:28][O:29][C:30]1[C:33](=[O:34])[C:32](=[O:36])[C:31]=1[NH:2][C:3]1[CH:4]=[C:5]([CH:9]([C:20]2[CH:21]=[CH:22][C:23]([O:26][CH3:27])=[CH:24][CH:25]=2)[NH:10][C:11](=[O:19])[C:12]2[CH:17]=[CH:16][C:15]([F:18])=[CH:14][CH:13]=2)[CH:6]=[CH:7][CH:8]=1 |f:0.1|. Reported procedure: In a similar manner to that described in Example (46e) N-[(3-aminophenyl)-(4-methoxyphenyl)methyl]-4-fluorobenzamide hydrochloride (674 mg) [prepared as described in step (b) above] and 3,4-dimethoxy-3-cyclobutene-1,2-dione (250 mg) were reacted, to afford the title compound (399 mg) as a yellow solid. Starting materials: solution, [BH3-]C#N.[Na+] (NaCNBH3), C1CCOC1 (THF), Cl.BrC1=CC=CC(=N1)CCCN (3-(6-Bromo-pyridin-2-yl)-propylamine.hydrochloride), C(C)(C)N(CC)C(C)C (diisopropylethylamine), C(C)(=O)O (acetic acid), C(C=O)(=O)OCC (ethyl glyoxylate). Solvent: CO (methanol). Run at time 12 hour. Yields the product C(C)OC(CNCCCC1=NC(=CC=C1)Br)=O ([3-(6-Bromo-pyridin-2-yl)-propylamino]-acetic acid ethyl ester). As a reaction SMILES: Cl.[Br:2][C:3]1[N:8]=[C:7]([CH2:9][CH2:10][CH2:11][NH2:12])[CH:6]=[CH:5][CH:4]=1.C(N(C(C)C)CC)(C)C.C(O)(=O)C.[C:26]([O:30][CH2:31][CH3:32])(=[O:29])[CH:27]=O.[BH3-]C#N.[Na+].C1COCC1>CO>[CH2:31]([O:30][C:26](=[O:29])[CH2:27][NH:12][CH2:11][CH2:10][CH2:9][C:7]1[CH:6]=[CH:5][CH:4]=[C:3]([Br:2])[N:8]=1)[CH3:32] |f:0.1,5.6|. Procedure: A solution of 3-(6-bromo-pyridin-2-yl)propylamine 20-4 (25.6 g, 89.1 mmol), diisopropylethylamine (46.5 mL, 267 mmol), acetic acid (28 mL, 490 mmol), and ethyl glyoxylate (10.9 g, 107 mmol) in 200 ml of methanol was stirred at room temperature for one hour. A 1M solution of NaCNBH3 in THF (98.0 mL, 98.0 mmol) was added slowly with a syringe pump over 4 hours. The resulting solution was stirred for 12 hours, after which the solvent was removed in vacuo and the residue taken up in chloroform and f...